This data is from the Open Reaction Database (ORD), a public repository of structured organic reaction records. The task is: describe an organic reaction: reactants, conditions, products, and yield RXN SMILES: [CH2:1]([O:3][C:4]([C:6](=[C:11]([C:22]1[CH:27]=[CH:26][CH:25]=[C:24]([F:28])[CH:23]=1)[C:12]1[CH:17]=[CH:16][C:15]([S:18]([CH3:21])(=[O:20])=[O:19])=[CH:14][CH:13]=1)[CH2:7][C:8](O)=[O:9])=[O:5])[CH3:2].CO>O1CCCC1>[F:28][C:24]1[CH:23]=[C:22]([C:11]([C:12]2[CH:13]=[CH:14][C:15]([S:18]([CH3:21])(=[O:20])=[O:19])=[CH:16][CH:17]=2)=[C:6]([CH2:7][CH2:8][OH:9])[C:4]([O:3][CH2:1][CH3:2])=[O:5])[CH:27]=[CH:26][CH:25]=1. Reported procedure: 15.5 ml (0.155 mol) of borane/methyl sulphide complex are added dropwise to a solution of 31.5 g (0.0775 mol) of 3-ethoxycarbonyl-4-(3-fluorophenyl)-4-(4-methanesulphonylphenyl)-3-butenoic acid, prepared in Example 11, in 90 ml of anhydrous tetrahydrofuran. The mixture is stirred at room temperature for 8 hours and 23.5 ml of methanol are added dropwise. The mixture is evaporated to dryness under vacuum and the residue is taken up with ethyl acetate and then treated with an aqueous solution of 7... Conditions: time 8 hour. Yields the product FC=1C=C(C=CC1)C(=C(C(=O)OCC)CCO)C1=CC=C(C=C1)S(=O)(=O)C (ethyl 3-(3-fluorophenyl)-3-(4-methanesulphonylphenyl)-2-(2-hydroxyethyl)-2-propenoate). The reactants are C(C)OC(=O)C(CC(=O)O)=C(C1=CC=C(C=C1)S(=O)(=O)C)C1=CC(=CC=C1)F (3-ethoxycarbonyl-4-(3-fluorophenyl)-4-(4-methanesulphonylphenyl)-3-butenoic acid), CO (methanol). The solvent is O1CCCC1 (tetrahydrofuran). Isolated yield 96.3%. Solvent: CCOC(=O)C (EtOAc). Run at time 12 hour. RXN SMILES: [CH2:1]([N:3]1[CH2:8][CH2:7][N:6]([C:9]([C@@H:11]2[CH2:14][C@H:13]([NH:15]C(=O)OCC3C=CC=CC=3)[C:12]2([CH3:27])[CH3:26])=[O:10])[CH2:5][CH2:4]1)[CH3:2]>CCOC(C)=O>[NH2:15][C@H:13]1[CH2:14][C@@H:11]([C:9]([N:6]2[CH2:5][CH2:4][N:3]([CH2:1][CH3:2])[CH2:8][CH2:7]2)=[O:10])[C:12]1([CH3:26])[CH3:27]. The reactants are C(C)N1CCN(CC1)C(=O)[C@H]1C([C@H](C1)NC(OCC1=CC=CC=C1)=O)(C)C (benzyl (1S,3R)-3-(4-ethylpiperazine-1-carbonyl)-2,2-dimethylcyclobutylcarbamate). Yields the product N[C@@H]1C([C@@H](C1)C(=O)N1CCN(CC1)CC)(C)C (((1R,3S)-3-amino-2,2-dimethylcyclobutyl)(4-ethylpiperazin-1-yl)methanone). Procedure: To a stirred solution of benzyl (1S,3R)-3-(4-ethylpiperazine-1-carbonyl)-2,2-dimethylcyclobutylcarbamate (above step 1, 780 mg) in EtOAc (20 ml) 10% Pd/C (catalytic amount) was added at room temperature and the reaction mixture was stirred under H2 gas atmosphere for 12 hours. After completion of the reaction (monitored by TLC), the reaction mixture was filtered through a celite bed and the obtained filtrate concentrated under reduced pressure to afford the title compound as a liquid which was p... The reactants are C(=O)O (Formic acid), C(C)(=O)OC(C)=O (acetic anhydride), N1=CC(=CC=C1)C1SC(C(N1)C(=O)O)(C)C (2-(3-pyridinyl)-5,5-dimethyl-4-thiazolidinecarboxylic acid). Solvent: C1CCOC1 (THF). Reaction conditions: time 17 hour. Product: N1=CC(=CC=C1)C1SC(C(N1C=O)C(=O)O)(C)C (2-(3-pyridinyl)-3-formyl-5,5-dimethyl-4-thiazolidinecarboxylic acid). The yield is 89.4%. Reaction SMILES: [CH:1](O)=[O:2].C(OC(=O)C)(=O)C.[N:11]1[CH:16]=[CH:15][CH:14]=[C:13]([CH:17]2[NH:21][CH:20]([C:22]([OH:24])=[O:23])[C:19]([CH3:26])([CH3:25])[S:18]2)[CH:12]=1>C1COCC1>[N:11]1[CH:16]=[CH:15][CH:14]=[C:13]([CH:17]2[N:21]([CH:1]=[O:2])[CH:20]([C:22]([OH:24])=[O:23])[C:19]([CH3:26])([CH3:25])[S:18]2)[CH:12]=1. Procedure: Formic acid (17 g, 378 mmol) and acetic anhydride (13 g, 126 mmol) where combined at 10° C. A slurry of 2-(3-pyridinyl)-5,5-dimethyl-4-thiazolidinecarboxylic acid (10 g, 42 mmol), Prepared as in step 1, in THF (250 mL) was added over five minutes. The resulting clear-yellow solution was wanted slowly to ambient temperature and stirred for 17 hours, during which time it became a white suspension. The THF was removed in vacuo, and the resulting slurry was filtered to yield a white solid. The solid... Starting materials: N(=NC(=O)OCC)C(=O)OCC (DEAD), C(C)OC(C(CC1=CC(=C(C=C1)O)OC)OC(C)C)=O ([rac]-3-(4-hydroxy-3-methoxy-phenyl)-2-isopropoxy-propionic acid ethyl ester), COC=1C=C(C=C(C1)OC)C=1SC(=C(N1)CCO)C (2-[2-(3,5-dimethoxy-phenyl)-5-methyl-thiazol-4-yl]-ethanol), C(C)OC(COC(C)C)=O (isopropoxy-acetic acid ethyl ester), C(C1=CC=CC=C1)OC1=C(C=C(C=O)C=C1)OC (4-benzyloxy-3-methoxy-benzaldehyde), COC(CC(C(C)Br)=O)=O ([rac]-4-bromo-3-oxo-pentanoic acid methyl ester), COC=1C=C(C(=S)N)C=C(C1)OC (3,5-dimethoxy-thiobenzamide), C1(=CC=CC=C1)P(C1=CC=CC=C1)C1=CC=CC=C1 (triphenylphosphine). Solvent: O1CCCC1 (tetrahydrofuran). Yields the product C(C)OC(C(CC1=CC(=C(C=C1)OCCC=1N=C(SC1C)C1=CC(=CC(=C1)OC)OC)OC)OC(C)C)=O ([rac]-3-(4-{2-[2-(3,5-dimethoxy-phenyl)-5-methyl-thiazol-4-yl]-ethoxy}-3-methoxy-phenyl)-2-isopropoxy-propionic acid ethyl ester). Reaction SMILES: [CH2:1]([O:3][C:4](=[O:20])[CH:5]([O:16][CH:17]([CH3:19])[CH3:18])[CH2:6][C:7]1[CH:12]=[CH:11][C:10]([OH:13])=[C:9]([O:14][CH3:15])[CH:8]=1)[CH3:2].C(OC(=O)COC(C)C)C.C(OC1C=CC(C=O)=CC=1OC)C1C=CC=CC=1.[CH3:49][O:50][C:51]1[CH:52]=[C:53]([C:59]2[S:60][C:61]([CH3:67])=[C:62]([CH2:64][CH2:65]O)[N:63]=2)[CH:54]=[C:55]([O:57][CH3:58])[CH:56]=1.COC(=O)CC(=O)C(Br)C.COC1C=C(C=C(OC)C=1)C(N)=S.C1(P(C2C=CC=CC=2)C2C=CC=CC=2)C=CC=CC=1.N(C(OCC)=O)=NC(OCC)=O>O1CCCC1>[CH2:1]([O:3][C:4](=[O:20])[CH:5]([O:16][CH:17]([CH3:19])[CH3:18])[CH2:6][C:7]1[CH:12]=[CH:11][C:10]([O:13][CH2:65][CH2:64][C:62]2[N:63]=[C:59]([C:53]3[CH:54]=[C:55]([O:57][CH3:58])[CH:56]=[C:51]([O:50][CH3:49])[CH:52]=3)[S:60][C:61]=2[CH3:67])=[C:9]([O:14][CH3:15])[CH:8]=1)[CH3:2]. Procedure details: In analogy to the procedure described in example 1 d], [rac]-3-(4-hydroxy-3-methoxy-phenyl)-2-isopropoxy-propionic acid ethyl ester [prepared from isopropoxy-acetic acid ethyl ester (Tetrahedron (1982), 38(17), 2733-9) and 4-benzyloxy-3-methoxy-benzaldehyde in analogy to the procedures described in examples 54 a]to c)] was reacted with 2-[2-(3,5-dimethoxy-phenyl)-5-methyl-thiazol-4-yl]-ethanol (prepared from [rac]-4-bromo-3-oxo-pentanoic acid methyl ester [PCT Int. Appl. (2001), WO 01/79202] and... The reactants are COC=1C=CC(=C(OC2=CC=C(C=C2)O)C1)CC1=CC=C(C=C1)OC (4-[5-methoxy-2-(4-methoxybenzyl)phenoxy]phenol), Cl.ClCCN1CCCCC1 (1-(2-chloroethyl)piperidine hydrochloride), COC=1C=CC(=C(OC2=CC=C(OCCN3CCCCC3)C=C2)C1)CC1=CC=C(C=C1)OC (1-{2-{4-[5-methoxy-2-(4-methoxybenzyl)phenoxy]phenoxy}ethyl}piperidine). Yields the product OC1=CC=C(CC2=C(C=C(C=C2)O)OC2=CC=C(C=C2)OCCN2CCCCC2)C=C1 (4-(4-Hydroxybenzyl)-3-[4-(2-piperidin-1-ylethoxy)phenoxy]phenol). Yield: 28.2%. RXN SMILES: COC1C=CC(CC2C=CC(OC)=CC=2)=C(C=1)OC1C=CC(O)=CC=1.Cl.ClCCN1CCCCC1.C[O:37][C:38]1[CH:39]=[CH:40][C:41]([CH2:60][C:61]2[CH:66]=[CH:65][C:64]([O:67]C)=[CH:63][CH:62]=2)=[C:42]([CH:59]=1)[O:43][C:44]1[CH:58]=[CH:57][C:47]([O:48][CH2:49][CH2:50][N:51]2[CH2:56][CH2:55][CH2:54][CH2:53][CH2:52]2)=[CH:46][CH:45]=1>>[OH:67][C:64]1[CH:65]=[CH:66][C:61]([CH2:60][C:41]2[CH:40]=[CH:39][C:38]([OH:37])=[CH:59][C:42]=2[O:43][C:44]2[CH:58]=[CH:57][C:47]([O:48][CH2:49][CH2:50][N:51]3[CH2:52][CH2:53][CH2:54][CH2:55][CH2:56]3)=[CH:46][CH:45]=2)=[CH:62][CH:63]=1 |f:1.2|. Procedure details: Synthesized from 4-[5-methoxy-2-(4-methoxybenzyl)phenoxy]phenol and 1-(2-chloroethyl)piperidine hydrochloride according to an analogous synthetic method to Preparation Example 40, 1-{2-{4-[5-methoxy-2-(4-methoxybenzyl)phenoxy]phenoxy}ethyl}piperidine (223 mg) was used according to an analogous synthetic method to Example 111 to provide the title compound (59 mg).